This data is from the Open Reaction Database (ORD), a public repository of structured organic reaction records. The task is: describe an organic reaction: reactants, conditions, products, and yield The reactants are CCO, CC(C)(C)C(=O)NCc1ccc(OC(F)(F)F)c([N+](=O)[O-])c1. Product: CC(C)(C)C(=O)NCc1ccc(OC(F)(F)F)c(N)c1. RXN SMILES: [CH3:23][CH2:24][OH:25].[N+:1]([O-:2])(=[O:3])[c:4]1[cH:5][c:6]([CH2:7][NH:8][C:9]([C:10]([CH3:11])([CH3:12])[CH3:13])=[O:14])[cH:15][cH:16][c:17]1[O:18][C:19]([F:20])([F:21])[F:22]>>[NH2:1][c:4]1[cH:5][c:6]([CH2:7][NH:8][C:9]([C:10]([CH3:11])([CH3:12])[CH3:13])=[O:14])[cH:15][cH:16][c:17]1[O:18][C:19]([F:20])([F:21])[F:22]. Conditions: time 1 hour. Reaction SMILES: [F:1][C:2]1[CH:7]=[CH:6][C:5]([C:8](=O)[CH2:9][C:10](=O)[CH2:11][CH2:12][CH2:13][OH:14])=[CH:4][CH:3]=1.O.[NH2:18][NH2:19].[Cl-].[NH4+]>C(O)C>[F:1][C:2]1[CH:7]=[CH:6][C:5]([C:8]2[CH:9]=[C:10]([CH2:11][CH2:12][CH2:13][OH:14])[NH:19][N:18]=2)=[CH:4][CH:3]=1 |f:1.2,3.4|. The solvent is C(C)O (ethanol). Procedure details: To a solution of 1-(4-fluorophenyl)-6-hydroxyhexane-1,3-dione (38 g, 0.17 mol) in 150 mL ethanol and hydrazine hydrate (17.05 g, 0.34 mol) is added slowly over a 30 min period (exothermic up to 35° C.). The resulting solution is stirred for 1 h at RT then the mixture is added to aqueous ammonium chloride. Extraction with ethyl acetate and evaporation of the organic phase results in the crude product. The product is purified by trituration with 2×200 mL n-hexane and the product is obtained as sol... Isolated yield 77.5%. The reactants are FC1=CC=C(C=C1)C(CC(CCCO)=O)=O (1-(4-fluorophenyl)-6-hydroxyhexane-1,3-dione), O.NN (hydrazine hydrate), [Cl-].[NH4+] (ammonium chloride). Yields the product FC1=CC=C(C=C1)C1=NNC(=C1)CCCO (3-[3-(4-fluorophenyl)-1H-pyrazol-5-yl]propan-1-ol). Starting materials: BrC1=CC=C2C(=CC(=NC2=C1)C(=O)OC)C(=O)OC (dimethyl 7-bromo-2,4-quinolinedicarboxylate), CC1(OB(OC1(C)C)C1=CC=C(C=C1)O)C (4-(4,4,5,5-tetramethyl-1,3,2-dioxaborolan-2-yl)phenol), C1(=CC=CC=C1)P(C1=CC=CC=C1)C1=CC=CC=C1 (triphenylphosphine), [O-]P(=O)([O-])[O-].[K+].[K+].[K+] (K3PO4), O (H2O). Reagents/catalysts: C(C)(=O)[O-].[Pd+2].C(C)(=O)[O-] (palladium acetate). Run in CCOC(=O)C (EtOAc), O1CCOCC1 (dioxane). Yields the product OC1=CC=C(C=C1)C1=CC=C2C(=CC(=NC2=C1)C(=O)OC)C(=O)OC (dimethyl 7-(4-hydroxyphenyl)-2,4-quinolinedicarboxylate). The yield is 50.9%. Reaction SMILES: Br[C:2]1[CH:11]=[C:10]2[C:5]([C:6]([C:16]([O:18][CH3:19])=[O:17])=[CH:7][C:8]([C:12]([O:14][CH3:15])=[O:13])=[N:9]2)=[CH:4][CH:3]=1.CC1(C)C(C)(C)OB([C:28]2[CH:33]=[CH:32][C:31]([OH:34])=[CH:30][CH:29]=2)O1.C1(P(C2C=CC=CC=2)C2C=CC=CC=2)C=CC=CC=1.[O-]P([O-])([O-])=O.[K+].[K+].[K+].O>O1CCOCC1.C([O-])(=O)C.[Pd+2].C([O-])(=O)C.CCOC(C)=O>[OH:34][C:31]1[CH:32]=[CH:33][C:28]([C:2]2[CH:11]=[C:10]3[C:5]([C:6]([C:16]([O:18][CH3:19])=[O:17])=[CH:7][C:8]([C:12]([O:14][CH3:15])=[O:13])=[N:9]3)=[CH:4][CH:3]=2)=[CH:29][CH:30]=1 |f:3.4.5.6,9.10.11|. Procedure details: A mixture of 150 mg (0.46 mmol) of dimethyl 7-bromo-2,4-quinolinedicarboxylate synthesized according the procedure of Corey, E. J. and Tramontano, A., 1981 J. Am. Chem. Soc. 103:5599-5600 and Carrigan, C. N., et al, 1999 Bioorg. Med. Chem. Lett. 9:2607-2612, 153 mg (0.69 mmol) of 4-(4,4,5,5-tetramethyl-1,3,2-dioxaborolan-2-yl)phenol, 5 mg (0.02 mmol) of palladium acetate, 12 mg (0.05 mmol) of triphenylphosphine, 345 mg (1.62 mmol) of K3PO4, and 40 μL (2.31 mmol) of H2O in 3 mL of dioxane were st... Starting materials: Cl.N[C@H]1CC[C@H](CC1)NC(=O)C1=C(NC=2C1=NC=CC2C2=C(C=C(C=C2)F)OCC2CC2)C (N-(cis-4-aminocyclohexyl)-7-[2-(cyclopropylmethoxy)-4-fluorophenyl]-2-methyl-1H-pyrrolo[3,2-b]pyridine-3-carboxamide hydrochloride), C(C)(=O)O[C@H](C(=O)Cl)C ((2S)-1-chloro-1-oxopropan-2-yl acetate). Product: C1(CC1)COC1=C(C=CC(=C1)F)C1=C2C(=NC=C1)C(=C(N2)C)C(=O)N[C@@H]2CC[C@@H](CC2)NC([C@H](C)O)=O (7-[2-(Cyclopropylmethoxy)-4-fluorophenyl]-N-(cis-4-{[(2S)-2-hydroxypropanoyl]amino}cyclohexyl)-2-methyl-1H-pyrrolo[3,2-b]pyridine-3-carboxamide). Reaction SMILES: Cl.[NH2:2][C@@H:3]1[CH2:8][CH2:7][C@H:6]([NH:9][C:10]([C:12]2[C:16]3=[N:17][CH:18]=[CH:19][C:20]([C:21]4[CH:26]=[CH:25][C:24]([F:27])=[CH:23][C:22]=4[O:28][CH2:29][CH:30]4[CH2:32][CH2:31]4)=[C:15]3[NH:14][C:13]=2[CH3:33])=[O:11])[CH2:5][CH2:4]1.C([O:37][C@@H:38]([CH3:42])[C:39](Cl)=[O:40])(=O)C>>[CH:30]1([CH2:29][O:28][C:22]2[CH:23]=[C:24]([F:27])[CH:25]=[CH:26][C:21]=2[C:20]2[CH:19]=[CH:18][N:17]=[C:16]3[C:12]([C:10]([NH:9][C@H:6]4[CH2:7][CH2:8][C@@H:3]([NH:2][C:39](=[O:40])[C@@H:38]([OH:37])[CH3:42])[CH2:4][CH2:5]4)=[O:11])=[C:13]([CH3:33])[NH:14][C:15]=23)[CH2:31][CH2:32]1 |f:0.1|. Procedure details: Starting from N-(cis-4-aminocyclohexyl)-7-[2-(cyclopropylmethoxy)-4-fluorophenyl]-2-methyl-1H-pyrrolo[3,2-b]pyridine-3-carboxamide hydrochloride (example D.f6) and commercially available (2S)-1-chloro-1-oxopropan-2-yl acetate the title compound is obtained as colorless solid.